From a dataset of the Open Reaction Database (ORD), a public repository of structured organic reaction records. describe an organic reaction: reactants, conditions, products, and yield The reactants are C(C(=O)O)NCP(=O)(O)O (glyphosate), C(C(=O)O)NCP(=O)(O)O (glyphosate), N (ammonia). The product is C(C(=O)[O-])NCP.[NH4+] (ammonium glyphosate), N (ammonia). RXN SMILES: [CH2:1]([NH:5][CH2:6][P:7](O)(O)=O)[C:2]([OH:4])=[O:3].[NH3:11]>>[CH2:1]([NH:5][CH2:6][PH2:7])[C:2]([O-:4])=[O:3].[NH4+:11].[NH3:5] |f:2.3|. Reported procedure: A process is provided for preparing a downstream processable ammonium glyphosate paste. The process includes mixing in a reactor (i) particulate glyphosate acid, (ii) ammonia, (iii) adjuvant, and (iii) water. The reaction of glyphosate acid with ammonia causes the generation of heat resulting in the partial evaporation of the water such that an ammonium glyphosate paste is formed, having a moisture content of about 2% to about 20% by weight. The addition of the adjuvant to the reactor (i) increa... Yields the product C(=O)(O)[C@@H]1[C@]2(CC(=O)O)[C@@H](CC1)[C@@H]1CN(C3=CC(CC[C@]3(C)[C@H]1CC2)=O)C(C)(C)C (17β-Carboxy-6-t-butylcarboxy-6-azaandrost-4-en-3-one). Reported procedure: A solution of 17β-carbomethoxy-6-t-butylcarboxy-6-azaandrost-4-en-3-one (15.4 g, 36 mmol), from part E, in dioxane (150 mL) and water (100 mL) is treated with LiOH·H2O (3.31 g, 79 mmol) and stirred overnight on a water bath. The reaction is poured into saturated aqueous NaHSO4 (150 mL), extracted with methylene chloride (3×100 mL), extracts washed with saturated aqueous NaCl, dried over MgSO4 and concentrated to a volume of 100 mL. At this point crystals begin to form and 2:1 hexanes/ethyl aceta... Solvent: O1CCOCC1 (dioxane). The reactants are C(=O)(OC)[C@@H]1[C@]2(CC(=O)O)[C@@H](CC1)[C@@H]1CN(C3=CC(CC[C@]3(C)[C@H]1CC2)=O)C(C)(C)C (17β-carbomethoxy-6-t-butylcarboxy-6-azaandrost-4-en-3-one), O (water), O[Li].O (LiOH·H2O), OS(=O)(=O)[O-].[Na+] (NaHSO4), hexanes ethyl acetate. Conditions: time 8 hour. Reaction SMILES: [C:1]([C@H:5]1[CH2:13][CH2:12][C@H:11]2[C@H:14]3[C@H:24]([CH2:25][CH2:26][C@:6]12[CH2:7][C:8]([OH:10])=[O:9])[C@:22]1([CH3:23])[C:17](=[CH:18][C:19](=[O:27])[CH2:20][CH2:21]1)[N:16]([C:28]([CH3:31])([CH3:30])[CH3:29])[CH2:15]3)([O:3]C)=[O:2].O.O[Li].O.OS([O-])(=O)=O.[Na+]>O1CCOCC1>[C:1]([C@H:5]1[CH2:13][CH2:12][C@H:11]2[C@H:14]3[C@H:24]([CH2:25][CH2:26][C@:6]12[CH2:7][C:8]([OH:10])=[O:9])[C@:22]1([CH3:23])[C:17](=[CH:18][C:19](=[O:27])[CH2:20][CH2:21]1)[N:16]([C:28]([CH3:31])([CH3:30])[CH3:29])[CH2:15]3)([OH:3])=[O:2] |f:2.3,4.5|. Starting materials: CON(C(=O)C1CCN(CC1)C1=CC=C(C=C1)[N+](=O)[O-])C (1-(4-nitro-phenyl)-piperidine-4-carboxylic acid methoxy-methyl-amide), C(=O)=O (dry ice), Cl (hydrochloric acid), [H][H] (hydrogen). The reagents and catalysts are [Pd] (Palladium on carbon). Solvent: C(C)O.C(C)(=O)OCC (ethanol ethyl acetate). Product: Cl.Cl.CON(C(=O)C1CCN(CC1)C1=CC=C(C=C1)N)C (1-(4-amino-phenyl)-piperidine-4-carboxylic acid methoxy-methyl-amide dihydrochloride). Yield: 100.0%. Reaction SMILES: [CH3:1][O:2][N:3]([CH3:21])[C:4]([CH:6]1[CH2:11][CH2:10][N:9]([C:12]2[CH:17]=[CH:16][C:15]([N+:18]([O-])=O)=[CH:14][CH:13]=2)[CH2:8][CH2:7]1)=[O:5].C(=O)=O.[H][H].[ClH:27]>C(O)C.C(OCC)(=O)C.[Pd]>[ClH:27].[ClH:27].[CH3:1][O:2][N:3]([CH3:21])[C:4]([CH:6]1[CH2:11][CH2:10][N:9]([C:12]2[CH:13]=[CH:14][C:15]([NH2:18])=[CH:16][CH:17]=2)[CH2:8][CH2:7]1)=[O:5] |f:4.5,7.8.9|. Procedure: A solution of 1-(4-nitro-phenyl)-piperidine-4-carboxylic acid methoxy-methyl-amide (approximately 0.20 g, 0.8 mmol) in ethanol/ethyl acetate (1:1, 30 mL) and concentrated hydrochloric acid (1 mL) is degassed with dry ice. Palladium on carbon (10%, 35 mg) is added and the mixture is shaken for two hours under 40 psi of hydrogen. The mixture is filtered through a pad of diatomaceous earth and concentrated under reduced pressure to give 1-(4-amino-phenyl)-piperidine-4-carboxylic acid methoxy-methyl...